Dataset: the Open Reaction Database (ORD), a public repository of structured organic reaction records. Task: describe an organic reaction: reactants, conditions, products, and yield Starting materials: O.O.O.O.O.O.[N+](=O)([O-])[O-].[Bi+3].[N+](=O)([O-])[O-].[N+](=O)([O-])[O-] (bismuth nitrate hexahydrate), C(CN(CC(=O)O)CC(=O)O)N(CC(=O)O)CC(=O)O (EDTA). The solvent is [OH-].[NH4+] (ammonium hydroxide). The product is [Bi].C(CN(CC(=O)O)CC(=O)O)N(CC(=O)O)CC(=O)O (Bismuth EDTA). Reaction SMILES: O.O.O.O.O.O.[N+]([O-])([O-])=O.[Bi+3:11].[N+]([O-])([O-])=O.[N+]([O-])([O-])=O.[CH2:20]([N:31]([CH2:36][C:37]([OH:39])=[O:38])[CH2:32][C:33]([OH:35])=[O:34])[CH2:21][N:22]([CH2:27][C:28]([OH:30])=[O:29])[CH2:23][C:24]([OH:26])=[O:25]>[OH-].[NH4+]>[Bi:11].[CH2:21]([N:22]([CH2:27][C:28]([OH:30])=[O:29])[CH2:23][C:24]([OH:26])=[O:25])[CH2:20][N:31]([CH2:36][C:37]([OH:39])=[O:38])[CH2:32][C:33]([OH:35])=[O:34] |f:0.1.2.3.4.5.6.7.8.9,11.12,13.14|. Procedure: A precursor solution is prepared by mixing 2.425 g of bismuth nitrate hexahydrate into 10 ml of 28% ammonium hydroxide solution containing 2 g of EDTA (ethylene diamine tetraacetic acid-sodium salt) under reflux until a clear solution results. Reactants: OC(c1ccccc1)(c1ccccc1)c1ccccc1, C=CCS, CC(=O)O, O=S(=O)(O)O. Product: C=CCSC(c1ccccc1)(c1ccccc1)c1ccccc1. Reaction SMILES: [C:5]([c:6]1[cH:7][cH:8][cH:9][cH:10][cH:11]1)([c:12]1[cH:13][cH:14][cH:15][cH:16][cH:17]1)([c:18]1[cH:19][cH:20][cH:21][cH:22][cH:23]1)[OH:24].[CH2:1]([CH:2]=[CH2:3])[SH:4].[CH3:30][C:31](=[O:32])[OH:33].[S:25](=[O:26])(=[O:27])([OH:28])[OH:29]>>[CH2:1]([CH:2]=[CH2:3])[S:4][C:5]([c:6]1[cH:7][cH:8][cH:9][cH:10][cH:11]1)([c:12]1[cH:13][cH:14][cH:15][cH:16][cH:17]1)[c:18]1[cH:19][cH:20][cH:21][cH:22][cH:23]1. Reactants: CCC(C)=O, CCO, O=C(Cl)c1c(Cl)ccc2c1OCCO2, Nc1ncccn1. Product: O=C(Nc1ncccn1)c1c(Cl)ccc2c1OCCO2. As a reaction SMILES: [CH2:1]([C:2]([CH3:3])=[O:4])[CH3:5].[CH3:27][CH2:28][OH:29].[Cl:13][c:14]1[c:15]([C:24](=[O:25])[Cl:26])[c:16]2[c:17]([cH:22][cH:23]1)[O:18][CH2:19][CH2:20][O:21]2.[NH2:6][c:7]1[n:8][cH:9][cH:10][cH:11][n:12]1>>[NH:6]([c:7]1[n:8][cH:9][cH:10][cH:11][n:12]1)[C:24]([c:15]1[c:14]([Cl:13])[cH:23][cH:22][c:17]2[c:16]1[O:21][CH2:20][CH2:19][O:18]2)=[O:25]. Starting materials: Cc1ccccc1, O=S(=O)(Cl)c1cc(Cl)c(O)cc1Cl, O=S(=O)(O)O, [Zn]. Product: Oc1cc(Cl)c(S)cc1Cl. Reaction SMILES: [CH3:20][c:21]1[cH:22][cH:23][cH:24][cH:25][cH:26]1.[Cl:1][c:2]1[c:3]([S:10]([Cl:11])(=[O:12])=[O:13])[cH:4][c:5]([Cl:9])[c:6]([OH:8])[cH:7]1.[S:14](=[O:15])(=[O:16])([OH:17])[OH:18].[Zn:19]>>[Cl:1][c:2]1[c:3]([SH:10])[cH:4][c:5]([Cl:9])[c:6]([OH:8])[cH:7]1.